From a dataset of the Open Reaction Database (ORD), a public repository of structured organic reaction records. describe an organic reaction: reactants, conditions, products, and yield Starting materials: C(=O)([O-])[O-].[Cs+].[Cs+] (Cs2CO3), C1CCCC(CC1)N2CCN(CC2)C(CC3=CC=CC=C3)C4=CC=CC=C4 (Ic-7), IC1=C(C(=O)O)C=CC=C1 (iodobenzoic acid), COC=1C=C(C=CC1N)C1=CC(=C(C=C1)N)OC (3,3′-dimethoxy-[1,1′-biphenyl]-4,4′-diamine), methyl ester. Reagents/catalysts: C=1C=CC(=CC1)/C=C/C(=O)/C=C/C2=CC=CC=C2.C=1C=CC(=CC1)/C=C/C(=O)/C=C/C2=CC=CC=C2.C=1C=CC(=CC1)/C=C/C(=O)/C=C/C2=CC=CC=C2.[Pd].[Pd].C1=CC=C(C=C1)P(CCCP(C2=CC=CC=C2)C3=CC=CC=C3)C4=CC=CC=C4 (Pd2(dba)3 DPPP). Solvent: C1(=CC=CC=C1)C (toluene). Product: NC1=C(C=C(C=C1)C1=CC(=C(C=C1)NC1=C(C(=O)OC)C=CC=C1)OC)OC (methyl 2-((4′-amino-3,3′-dimethoxy-[1,1′-biphenyl]-4-yl)amino)benzoate). Reaction SMILES: [CH2:1]1CCC(N2CCN(C(C3C=CC=CC=3)CC3C=CC=CC=3)CC2)CCC1.[CH3:28][O:29][C:30]1[CH:31]=[C:32]([C:37]2[CH:42]=[CH:41][C:40]([NH2:43])=[C:39]([O:44][CH3:45])[CH:38]=2)[CH:33]=[CH:34][C:35]=1[NH2:36].I[C:47]1[CH:55]=[CH:54][CH:53]=[CH:52][C:48]=1[C:49]([OH:51])=[O:50].C([O-])([O-])=O.[Cs+].[Cs+]>C1(C)C=CC=CC=1.C1C=CC(/C=C/C(/C=C/C2C=CC=CC=2)=O)=CC=1.C1C=CC(/C=C/C(/C=C/C2C=CC=CC=2)=O)=CC=1.C1C=CC(/C=C/C(/C=C/C2C=CC=CC=2)=O)=CC=1.[Pd].[Pd].C1C=CC(P(C2C=CC=CC=2)CCCP(C2C=CC=CC=2)C2C=CC=CC=2)=CC=1>[NH2:36][C:35]1[CH:34]=[CH:33][C:32]([C:37]2[CH:42]=[CH:41][C:40]([NH:43][C:47]3[CH:55]=[CH:54][CH:53]=[CH:52][C:48]=3[C:49]([O:51][CH3:1])=[O:50])=[C:39]([O:44][CH3:45])[CH:38]=2)=[CH:31][C:30]=1[O:29][CH3:28] |f:3.4.5,7.8.9.10.11.12|. Reported procedure: Compound Ic-7 can be synthesized by reacting commercially available 3,3′-dimethoxy-[1,1′-biphenyl]-4,4′-diamine (1 equivalent) with 1.2 equivalents of the commercially available methyl ester of iodobenzoic acid in the presence of Pd2(dba)3/DPPP (0.1-0.5 equiv) and 1.2 equivalents Cs2CO3 in toluene at 110° C. for 20 h with vigorous stirring. The intermediate compound methyl 2-((4′-amino-3,3′-dimethoxy-[1,1′-biphenyl]-4-yl)amino)benzoate is isolated by flash chromatography on a C18 column. The pro... Starting materials: CC(=O)OC1C(C)OC(n2c(Br)nc3cc(Cl)c(Cl)cc32)C1OC(C)=O, C=C[Sn](CCCC)(CCCC)CCCC, ClCCl, CN(C)C=O, c1ccc(P(c2ccccc2)(c2ccccc2)[Pd](P(c2ccccc2)(c2ccccc2)c2ccccc2)(P(c2ccccc2)(c2ccccc2)c2ccccc2)P(c2ccccc2)(c2ccccc2)c2ccccc2)cc1. The product is C=Cc1nc2cc(Cl)c(Cl)cc2n1C1OC(C)C(OC(C)=O)C1OC(C)=O. RXN SMILES: [Br:1][c:2]1[n:3][c:4]2[c:5]([n:6]1[CH:7]1[CH:8]([O:9][C:10]([CH3:11])=[O:12])[CH:13]([O:14][C:15]([CH3:16])=[O:17])[CH:18]([CH3:20])[O:19]1)[cH:21][c:22]([Cl:26])[c:23]([Cl:25])[cH:24]2.[CH:27](=[CH2:28])[Sn:29]([CH2:30][CH2:31][CH2:32][CH3:33])([CH2:34][CH2:35][CH2:36][CH3:37])[CH2:38][CH2:39][CH2:40][CH3:41].[Cl:124][CH2:125][Cl:126].[O:42]=[CH:43][N:44]([CH3:45])[CH3:46].[cH:47]1[cH:48][cH:49][c:50]([P:51]([Pd:52]([P:53]([c:54]2[cH:55][cH:56][cH:57][cH:58][cH:59]2)([c:60]2[cH:61][cH:62][cH:63][cH:64][cH:65]2)[c:66]2[cH:67][cH:68][cH:69][cH:70][cH:71]2)([P:72]([c:73]2[cH:74][cH:75][cH:76][cH:77][cH:78]2)([c:79]2[cH:80][cH:81][cH:82][cH:83][cH:84]2)[c:85]2[cH:86][cH:87][cH:88][cH:89][cH:90]2)[P:91]([c:92]2[cH:93][cH:94][cH:95][cH:96][cH:97]2)([c:98]2[cH:99][cH:100][cH:101][cH:102][cH:103]2)[c:104]2[cH:105][cH:106][cH:107][cH:108][cH:109]2)([c:110]2[cH:111][cH:112][cH:113][cH:114][cH:115]2)[c:116]2[cH:117][cH:118][cH:119][cH:120][cH:121]2)[cH:122][cH:123]1>>[c:2]1([CH:27]=[CH2:28])[n:3][c:4]2[c:5]([n:6]1[CH:7]1[CH:8]([O:9][C:10]([CH3:11])=[O:12])[CH:13]([O:14][C:15]([CH3:16])=[O:17])[CH:18]([CH3:20])[O:19]1)[cH:21][c:22]([Cl:26])[c:23]([Cl:25])[cH:24]2.